describe an organic reaction: reactants, conditions, products, and yield From a dataset of the Open Reaction Database (ORD), a public repository of structured organic reaction records. Reactants: [Cu+2], O=N[O-], Cc1nn(-c2cc(Oc3ccc(N)cc3Cl)c(Cl)cc2Cl)c(=O)n1C(F)F, [Na+], O, O, O, O, O, O, O=S(=O)(O)O, O=S(=O)([O-])[O-], Cc1ccccc1C. Yields the product Cc1nn(-c2cc(Oc3ccc(O)cc3Cl)c(Cl)cc2Cl)c(=O)n1C(F)F. RXN SMILES: [Cu+2:56].[N:28](=[O:29])[O-:30].[NH2:1][c:2]1[cH:3][c:4]([Cl:27])[c:5]([O:6][c:7]2[c:8]([Cl:24])[cH:9][c:10]([Cl:23])[c:11](-[n:13]3[n:14][c:15]([CH3:22])[n:16]([CH:19]([F:20])[F:21])[c:17]3=[O:18])[cH:12]2)[cH:25][cH:26]1.[Na+:31].[OH2:37].[OH2:46].[OH2:47].[OH2:48].[OH2:49].[OH2:50].[S:32](=[O:33])(=[O:34])([OH:35])[OH:36].[S:51]([O-:52])([O-:53])(=[O:54])=[O:55].[c:38]1([CH3:39])[c:40]([CH3:41])[cH:42][cH:43][cH:44][cH:45]1>>[c:2]1([OH:29])[cH:3][c:4]([Cl:27])[c:5]([O:6][c:7]2[c:8]([Cl:24])[cH:9][c:10]([Cl:23])[c:11](-[n:13]3[n:14][c:15]([CH3:22])[n:16]([CH:19]([F:20])[F:21])[c:17]3=[O:18])[cH:12]2)[cH:25][cH:26]1.